describe an organic reaction: reactants, conditions, products, and yield From a dataset of the Open Reaction Database (ORD), a public repository of structured organic reaction records. Starting materials: CO, O=C(CC1(Sc2ccc(Oc3ccc(F)cc3)cc2)CCOCC1)NO, O. The product is O=C(CC1(S(=O)c2ccc(Oc3ccc(F)cc3)cc2)CCOCC1)NO. As a reaction SMILES: [CH3:27][OH:28].[F:1][c:2]1[cH:3][cH:4][c:5]([O:6][c:7]2[cH:8][cH:9][c:10]([S:13][C:14]3([CH2:20][C:21](=[O:22])[NH:23][OH:24])[CH2:15][CH2:16][O:17][CH2:18][CH2:19]3)[cH:11][cH:12]2)[cH:25][cH:26]1.[OH2:29]>>[F:1][c:2]1[cH:3][cH:4][c:5]([O:6][c:7]2[cH:8][cH:9][c:10]([S:13]([C:14]3([CH2:20][C:21](=[O:22])[NH:23][OH:24])[CH2:15][CH2:16][O:17][CH2:18][CH2:19]3)=[O:28])[cH:11][cH:12]2)[cH:25][cH:26]1. The reactants are [NH4+].[Cl-] (NH4Cl), BrC1=C(C=CC=C1F)[N+](=O)[O-] (2-bromo-3-fluoro-1-nitrobenzene), C(=C)[Mg]Br (vinylmagnesium bromide). Run in C1CCOC1 (THF), C1CCOC1 (THF). Reaction conditions: time 2 hour. The product is BrC=1C(=CC=C2C=CNC12)F (7-Bromo-6-fluoro-1H-indole). RXN SMILES: [Br:1][C:2]1[C:7]([F:8])=[CH:6][CH:5]=[CH:4][C:3]=1[N+:9]([O-])=O.[CH:12]([Mg]Br)=[CH2:13].[NH4+].[Cl-]>C1COCC1>[Br:1][C:2]1[C:7]([F:8])=[CH:6][CH:5]=[C:4]2[C:3]=1[NH:9][CH:13]=[CH:12]2 |f:2.3|. Reported procedure: To a solution of 2-bromo-3-fluoro-1-nitrobenzene (13 g) in anhydrous THF (80 mL) was added 1 M vinylmagnesium bromide in THF (178 mL) dropwise at −78° C. slowly. Then the mixture was allowed to warm to RT and stirred for 2 hours. TLC indicated the reaction was complete. The reaction mixture was poured into saturated NH4Cl solution, the organic phase was separated by extraction with EtOAc (3×200 mL). Purification by column chromatography afforded of 7-bromo-6-fluoro-1H-indole (D140) (3 g) as a br... Reactants: Cc1cc(Cl)ccc1Br, C1CCOC1, Cl[Mg]c1ccccc1, O. Product: Cc1cc(Cl)ccc1-c1ccccc1. Reaction SMILES: [Br:9][c:10]1[c:11]([CH3:17])[cH:12][c:13]([Cl:16])[cH:14][cH:15]1.[CH2:19]1[O:20][CH2:21][CH2:22][CH2:23]1.[Cl:1][Mg:2][c:3]1[cH:4][cH:5][cH:6][cH:7][cH:8]1.[OH2:18]>>[c:3]1(-[c:10]2[c:11]([CH3:17])[cH:12][c:13]([Cl:16])[cH:14][cH:15]2)[cH:4][cH:5][cH:6][cH:7][cH:8]1. Reactants: C(C)(=O)OCC (Ethyl acetate), [Si](C)(C)(C(C)(C)C)Cl (tert-Butyldimethylsilylchloride), C[C@]12CC[C@H]3[C@H]([C@@H]1CCC2=O)CC=C4[C@@]3(CC[C@@H](C4)O)C (prasterone), O (water). The solvent is N1=CC=CC=C1 (pyridine). Run at temperature 0 celsius, time 24 hour. Product: [Si](C)(C)(C(C)(C)C)O[C@@H]1C[C@@H]2[C@H](C[C@H]3[C@@H]4CC[C@@H]([C@@]4(C)CC[C@@H]3[C@]2(CC1)C)O)O (3β-tert-Butyldimethylsilyloxy-5α-androstan-6α,17β-diol). Reaction SMILES: [Si:1](Cl)([C:4]([CH3:7])([CH3:6])[CH3:5])([CH3:3])[CH3:2].[CH3:9][C@@:10]12[C:18](=[O:19])[CH2:17][CH2:16][C@H:15]1[C@@H:14]1[CH2:20][CH:21]=[C:22]3[CH2:27][C@@H:26]([OH:28])[CH2:25][CH2:24][C@:23]3([CH3:29])[C@H:13]1[CH2:12][CH2:11]2.O.C(OCC)(=[O:33])C>N1C=CC=CC=1>[Si:1]([O:28][C@H:26]1[CH2:25][CH2:24][C@@:23]2([CH3:29])[C@@H:22]([C@@H:21]([OH:33])[CH2:20][C@@H:14]3[C@@H:13]2[CH2:12][CH2:11][C@@:10]2([CH3:9])[C@H:15]3[CH2:16][CH2:17][C@@H:18]2[OH:19])[CH2:27]1)([C:4]([CH3:7])([CH3:6])[CH3:5])([CH3:3])[CH3:2]. Procedure: tert-Butyldimethylsilylchloride (9.72 g) was added, at room temperature, to a solution of prasterone (V, 15 g) in pyridine (60 mL). After 24 hrs, the reaction mixture was poured into iced water (600 mL). Ethyl acetate was added, the two layers were separated, the organic layer washed with sodium bicarbonate (5%), sodium dihydrogenphosphate (5%) and brine, dried over sodium sulfate and evaporated to dryness under reduced pressure. The crude residue, [3β-tert-butyldimethylsilyloxy-androst-5-en-17-... Starting materials: C(C1=CC=CC=C1)=O (benzaldehyde), C(=O)(OC(C)(C)C)N1CCCC1 (N-Boc-pyrrolidine), C(C)(CC)[Li] (sec-butyl lithium), N,N,N′,N″-Tetramethylethylenediamine. Solvent: C(C)OCC (diethyl ether). Conditions: temperature -78 celsius, time 2 hour. Product: C(=O)(OC(C)(C)C)N1C(CCC1)C(C1=CC=CC=C1)O (N-Boc-2-(hydroxy(phenyl)methyl)-pyrrolidine). RXN SMILES: [C:1]([N:8]1[CH2:12][CH2:11][CH2:10][CH2:9]1)([O:3][C:4]([CH3:7])([CH3:6])[CH3:5])=[O:2].C([Li])(CC)C.[CH:18](=[O:25])[C:19]1[CH:24]=[CH:23][CH:22]=[CH:21][CH:20]=1>C(OCC)C>[C:1]([N:8]1[CH2:9][CH2:10][CH2:11][CH:12]1[CH:18]([OH:25])[C:19]1[CH:24]=[CH:23][CH:22]=[CH:21][CH:20]=1)([O:3][C:4]([CH3:7])([CH3:6])[CH3:5])=[O:2]. Reported procedure: N-Boc-pyrrolidine (5.0 g) was dissolved in diethyl ether (60 mL) and the solution was cooled to −78° C. N,N,N′,N″-Tetramethylethylenediamine (TMEDA) (4.4 mL) was added to the mixture followed by sec-butyl lithium (27.0 mL, 1.3 M in cyclohexane) maintaining the temperature below −60° C. After 2 h, benzaldehyde (3.6 mL) was added and the mixture was stirred at −70° C. for an additional 30 min. The reaction mixture was allowed to warm to room temperature and was then quenched with water and poured ... Reactants: [H-].[Na+] (sodium hydride), [Cl-].[NH4+] (ammonium chloride), O=C1NC2=C(N1C(=O)OCC)C=CC=C2 (Ethyl 2-oxo-2,3-dihydrobenzimidazole-1-carboxylate), BrC(C(=O)OC)C1=C(C=CC=C1)OC (methyl bromo-(2-methoxyphenyl)acetate). The solvent is CN(C)C=O (DMF), C(C)(=O)OCC (ethyl acetate). Run at temperature 0 celsius, time 2 hour. The product is COC(=O)C(N1C(N(C2=C1C=CC=C2)C(=O)OCC)=O)C2=C(C=CC=C2)OC (Ethyl 3-[methoxycarbonyl-(2-methoxyphenyl)methyl]-2-oxo-2,3-dihydro-benzimidazole-1-carboxylate). Reaction SMILES: [O:1]=[C:2]1[N:6]([C:7]([O:9][CH2:10][CH3:11])=[O:8])[C:5]2[CH:12]=[CH:13][CH:14]=[CH:15][C:4]=2[NH:3]1.[H-].[Na+].Br[CH:19]([C:24]1[CH:29]=[CH:28][CH:27]=[CH:26][C:25]=1[O:30][CH3:31])[C:20]([O:22][CH3:23])=[O:21].[Cl-].[NH4+]>CN(C=O)C.C(OCC)(=O)C>[CH3:23][O:22][C:20]([CH:19]([C:24]1[CH:29]=[CH:28][CH:27]=[CH:26][C:25]=1[O:30][CH3:31])[N:3]1[C:4]2[CH:15]=[CH:14][CH:13]=[CH:12][C:5]=2[N:6]([C:7]([O:9][CH2:10][CH3:11])=[O:8])[C:2]1=[O:1])=[O:21] |f:1.2,4.5|. Procedure details: 2.61 g (12.7 mmol) of ethyl 2-oxo-2,3-dihydrobenzimidazole-1-carboxylate (IV) were dissolved in dry DMF (40 ml) in a heat-dried flask under a nitrogen atmosphere. 532 mg (13.3 mmol) of sodium hydride (60% suspension in mineral oil) were added while stirring at 0° C., and the reaction solution was then stirred at room temperature for 30 min. After renewed cooling in an ice bath, 3.54 g (13.7 mmol) of methyl bromo-(2-methoxyphenyl)acetate were added and the mixture was stirred while cooling in ice...